From a dataset of the Open Reaction Database (ORD), a public repository of structured organic reaction records. describe an organic reaction: reactants, conditions, products, and yield Reactants: CCc1ccc(N)c(CC(=O)O)c1, Cl, [I-], [K+], O=N[O-], [Na+], O. Product: CCc1ccc(I)c(CC(=O)O)c1. RXN SMILES: [CH2:1]([CH3:2])[c:3]1[cH:4][cH:5][c:6]([NH2:13])[c:7]([CH2:9][C:10](=[O:11])[OH:12])[cH:8]1.[ClH:21].[I-:19].[K+:18].[N:14]([O-:15])=[O:16].[Na+:17].[OH2:20]>>[CH2:1]([CH3:2])[c:3]1[cH:4][cH:5][c:6]([I:19])[c:7]([CH2:9][C:10](=[O:11])[OH:12])[cH:8]1.